This data is from the Open Reaction Database (ORD), a public repository of structured organic reaction records. The task is: describe an organic reaction: reactants, conditions, products, and yield Reactants: O=C(CCC1CCCCC1)Nc1c(Br)cc([N+](=O)[O-])cc1C(F)(F)F, CC(=O)O, C1CCOC1, [Zn]. Product: Nc1cc(Br)c(NC(=O)CCC2CCCCC2)c(C(F)(F)F)c1. Reaction SMILES: [Br:5][c:6]1[c:7]([NH:19][C:20]([CH2:21][CH2:22][CH:23]2[CH2:24][CH2:25][CH2:26][CH2:27][CH2:28]2)=[O:29])[c:8]([C:15]([F:16])([F:17])[F:18])[cH:9][c:10]([N+:12]([O-:13])=[O:14])[cH:11]1.[CH3:1][C:2](=[O:3])[OH:4].[O:30]1[CH2:31][CH2:32][CH2:33][CH2:34]1.[Zn:35]>>[Br:5][c:6]1[c:7]([NH:19][C:20]([CH2:21][CH2:22][CH:23]2[CH2:24][CH2:25][CH2:26][CH2:27][CH2:28]2)=[O:29])[c:8]([C:15]([F:16])([F:17])[F:18])[cH:9][c:10]([NH2:12])[cH:11]1. Reactants: O=C1C(=NN(C=C1)C1=CC(=CC=C1)C(F)(F)F)C=O (4-oxo-1-[3-(trifluoromethyl)phenyl]-1,4-dihydropyridazine-3-carbaldehyde), N (NH3), C=NC(C1=CC=CC=C1)S(=O)(=O)C1=CC=C(C=C1)C (N-methyl idene-1-[(4-methylphenyl)sulfonyl]-1-phenylmethanamine), N1CCNCC1 (piperazine). Run in O (water), C(=O)(O)[O-].[Na+] (NaHCO3), C1CCOC1 (THF). Run at time 4 hour. Yields the product C1(=CC=CC=C1)C=1N=CNC1C1=NN(C=CC1=O)C1=CC(=CC=C1)C(F)(F)F (3-(4-Phenyl-1H-imidazol-5-yl)-1-[3-(trifluoromethyl)phenyl]pyridazin-4(1H)-one). Isolated yield 46.7%. RXN SMILES: [O:1]=[C:2]1[CH:7]=[CH:6][N:5]([C:8]2[CH:13]=[CH:12][CH:11]=[C:10]([C:14]([F:17])([F:16])[F:15])[CH:9]=2)[N:4]=[C:3]1[CH:18]=O.N.[CH2:21]=[N:22][CH:23](S(C1C=CC(C)=CC=1)(=O)=O)[C:24]1[CH:29]=[CH:28][CH:27]=[CH:26][CH:25]=1.[NH:40]1CCNCC1>C1COCC1.O.C([O-])(O)=O.[Na+]>[C:24]1([C:23]2[N:22]=[CH:21][NH:40][C:18]=2[C:3]2[C:2](=[O:1])[CH:7]=[CH:6][N:5]([C:8]3[CH:13]=[CH:12][CH:11]=[C:10]([C:14]([F:17])([F:16])[F:15])[CH:9]=3)[N:4]=2)[CH:29]=[CH:28][CH:27]=[CH:26][CH:25]=1 |f:6.7|. Procedure details: A mixture of 4-oxo-1-[3-(trifluoromethyl)phenyl]-1,4-dihydropyridazine-3-carbaldehyde (129 mg, 0.479 mmol) and NH3 (30% aqueous solution, 0.168 mL, 1.29 mmol) in THF (1.5 mL) was stirred at room temperature for 4 h. To the mixture were added N-methyl idene-1-[(4-methylphenyl)sulfonyl]-1-phenylmethanamine (131 mg, 0.479 mmol) and piperazine (41.3 mg, 0.479 mmol) at room temperature. The mixture was stirred at room temperature for 2 days. The mixture was diluted with water and saturated NaHCO3 aqu... Reactants: C1(=CC=CC=C1)P(=O)(C1=CC=CC=C1)Cl (diphenylphosphinic chloride), C(\C=C(/C)\CCC=C(C)C)OC1=CC=C(C(=O)O)C=C1 (4-geranyloxybenzoic acid), NCC(=O)NC1=NC=CC=C1 (2-(aminoacetylamino)pyridine). The solvent is C(C)N(CC)CC (triethylamine), C(Cl)(Cl)Cl (chloroform). Reaction conditions: time 30 minute. The product is C(\C=C(/C)\CCC=C(C)C)OC1=CC=C(C(=O)NCC(=O)NC2=NC=CC=C2)C=C1 (2-[2-(4-geranyloxybenzoylamino)acetylamino]pyridine). Isolated yield 68.4%. Reaction SMILES: [CH2:1]([O:11][C:12]1[CH:20]=[CH:19][C:15]([C:16]([OH:18])=O)=[CH:14][CH:13]=1)/[CH:2]=[C:3](/[CH2:5][CH2:6][CH:7]=[C:8]([CH3:10])[CH3:9])\[CH3:4].C1(P(Cl)(C2C=CC=CC=2)=O)C=CC=CC=1.[NH2:36][CH2:37][C:38]([NH:40][C:41]1[CH:46]=[CH:45][CH:44]=[CH:43][N:42]=1)=[O:39]>C(Cl)(Cl)Cl.C(N(CC)CC)C>[CH2:1]([O:11][C:12]1[CH:13]=[CH:14][C:15]([C:16]([NH:36][CH2:37][C:38]([NH:40][C:41]2[CH:46]=[CH:45][CH:44]=[CH:43][N:42]=2)=[O:39])=[O:18])=[CH:19][CH:20]=1)/[CH:2]=[C:3](/[CH2:5][CH2:6][CH:7]=[C:8]([CH3:9])[CH3:10])\[CH3:4]. Procedure: 4-geranyloxybenzoic acid(1.81 g) was dissolved in chloroform(40 ml) and triethylamine(1.84 ml), and then diphenylphosphinic chloride(1.26 ml) was added thereto while being cooled with ice. After being stirred for 30 minutes, the mixture, with 2-(aminoacetylamino)pyridine(1.00 g) added thereto, was stirred for 2 hours at room temperature. The reaction mixture was washed with saturated sodium hydrogencarbonate aqueous solution and saturated brine successively, dried over sodium sulfate anhydride, ... Reactants: CC1(c2cccc(Br)c2)OCCO1, C1CCOC1, CC(C)=CC(=O)C(F)(F)F, [Mg]. The product is CC(C)(CC(=O)C(F)(F)F)c1cccc(C2(C)OCCO2)c1. RXN SMILES: [Br:1][c:2]1[cH:3][c:4]([C:8]2([CH3:13])[O:9][CH2:10][CH2:11][O:12]2)[cH:5][cH:6][cH:7]1.[CH2:25]1[O:26][CH2:27][CH2:28][CH2:29]1.[F:15][C:16]([C:17]([CH:18]=[C:19]([CH3:20])[CH3:21])=[O:22])([F:23])[F:24].[Mg:14]>>[c:2]1([C:19]([CH2:18][C:17]([C:16]([F:15])([F:23])[F:24])=[O:22])([CH3:20])[CH3:21])[cH:3][c:4]([C:8]2([CH3:13])[O:9][CH2:10][CH2:11][O:12]2)[cH:5][cH:6][cH:7]1. Starting materials: C1(=CC=CC=C1)NC1=CC=C(C=C1)CC(C)C (N-phenyl-p-isobutylaniline), IC1=CC=C(C=C1)C1=CC=C(C=C1)I (4,4'-diiodobiphenyl), C([O-])([O-])=O.[K+].[K+] (potassium carbonate). The reagents and catalysts are [Cu] (copper). The product is C(C(C)C)C1=CC=C(C=C1)N(C1=CC=C(C=C1)C1=CC=C(N(C2=CC=CC=C2)C2=CC=C(C=C2)CC(C)C)C=C1)C1=CC=CC=C1 (N,N'-bis(p-isobutylphenyl)-N,N'-diphenylbenzidine). The yield is 45.6%. RXN SMILES: [C:1]1([NH:7][C:8]2[CH:13]=[CH:12][C:11]([CH2:14][CH:15]([CH3:17])[CH3:16])=[CH:10][CH:9]=2)[CH:6]=[CH:5][CH:4]=[CH:3][CH:2]=1.I[C:19]1[CH:24]=[CH:23][C:22]([C:25]2[CH:30]=[CH:29][C:28](I)=[CH:27][CH:26]=2)=[CH:21][CH:20]=1.C(=O)([O-])[O-].[K+].[K+]>[Cu]>[CH2:14]([C:11]1[CH:10]=[CH:9][C:8]([N:7]([C:1]2[CH:2]=[CH:3][CH:4]=[CH:5][CH:6]=2)[C:19]2[CH:24]=[CH:23][C:22]([C:25]3[CH:30]=[CH:29][C:28]([N:7]([C:8]4[CH:9]=[CH:10][C:11]([CH2:14][CH:15]([CH3:17])[CH3:16])=[CH:12][CH:13]=4)[C:1]4[CH:2]=[CH:3][CH:4]=[CH:5][CH:6]=4)=[CH:27][CH:26]=3)=[CH:21][CH:20]=2)=[CH:13][CH:12]=1)[CH:15]([CH3:17])[CH3:16] |f:2.3.4|. Reported procedure: 17.6 g (0.078 mol) of N-phenyl-p-isobutylaniline, 12.6 g (0.031 mol) of 4,4'-diiodobiphenyl, 12.9 g (0.093 mol) of anhydrous potassium carbonate, and 0.89 g (0.014 mol) of copper powder were mixed. The mixture was then allowed to undergo reaction at a temperature of 190° to 220° C. for 12 hours. The reaction product was then extracted with 70 ml of toluene. The insoluble contents were removed by filtration. The filtrate was then concentrated to obtain an oily material. The crude product thus obt...